This data is from the Open Reaction Database (ORD), a public repository of structured organic reaction records. The task is: describe an organic reaction: reactants, conditions, products, and yield Starting materials: NC=1C(=NC=C(C1)Br)Cl (3-Amino-5-bromo-2-chloropyridine), CC1=C(C=CC=C1)S(=O)(=O)Cl (2-methylbenzenesulfonyl chloride). Run in N1=CC=CC=C1 (pyridine). Conditions: time 8 hour. Yields the product BrC=1C=C(C(=NC1)Cl)NS(=O)(=O)C1=C(C=CC=C1)C (N-(5-Bromo-2-chloro-3-pyridinyl)-2-methylbenzenesulfonamide). As a reaction SMILES: [NH2:1][C:2]1[C:3]([Cl:9])=[N:4][CH:5]=[C:6]([Br:8])[CH:7]=1.[CH3:10][C:11]1[CH:16]=[CH:15][CH:14]=[CH:13][C:12]=1[S:17](Cl)(=[O:19])=[O:18]>N1C=CC=CC=1>[Br:8][C:6]1[CH:7]=[C:2]([NH:1][S:17]([C:12]2[CH:13]=[CH:14][CH:15]=[CH:16][C:11]=2[CH3:10])(=[O:19])=[O:18])[C:3]([Cl:9])=[N:4][CH:5]=1. Procedure: 3-Amino-5-bromo-2-chloropyridine (767 mg) in dry pyridine (8 ml) was treated with 2-methylbenzenesulfonyl chloride (641 μl) then stirred at RT overnight. The reaction was purified by prep-HPLC. Desired fractions were combined, diluted with saturated sodium bicarbonate (aq) and brine and extracted into EtOAc. The solvent was dried over sodium sulfate and evaporated to give title compound (500 mg). Reactants: [H-].[Na+] (sodium hydride), FC(C=1C=C(CC2=NC(=NC=C2N2CCOCC2)N[C@H]2C[C@H](NC3=CC=C(N=C23)OC)CC)C=C(C1)C(F)(F)F)(F)F ((2R,4S)-4-{[3,5-Bis(trifluoromethyl)benzyl]-[5-(morpholin-4-yl)pyrimidin-2-yl]}amino-2-ethyl-6-methoxy-1,2,3,4-tetrahydro-[1,5]naphthyridine), ICC(=O)OCC (ethyl iodoacetate). Solvent: CN(C=O)C (N,N-dimethylformamide). Conditions: time 24 hour. Product: FC(C=1C=C(CC2=NC(=NC=C2N2CCOCC2)N[C@H]2C[C@H](N(C3=CC=C(N=C23)OC)CC(=O)OCC)CC)C=C(C1)C(F)(F)F)(F)F ((2R,4S)-4-{[3,5-bis(trifluoromethyl)benzyl]-[5-(morpholin-4-yl)pyrimidin-2-yl]}amino-1-ethoxycarbonylmethyl-2-ethyl-6-methoxy-3,4-dihydro-2H-[1,5]naphthyridine). RXN SMILES: [F:1][C:2]([F:42])([F:41])[C:3]1[CH:4]=[C:5]([CH:34]=[C:35]([C:37]([F:40])([F:39])[F:38])[CH:36]=1)[CH2:6][C:7]1[C:12]([N:13]2[CH2:18][CH2:17][O:16][CH2:15][CH2:14]2)=[CH:11][N:10]=[C:9]([NH:19][C@@H:20]2[C:29]3[C:24](=[CH:25][CH:26]=[C:27]([O:30][CH3:31])[N:28]=3)[NH:23][C@H:22]([CH2:32][CH3:33])[CH2:21]2)[N:8]=1.[H-].[Na+].I[CH2:46][C:47]([O:49][CH2:50][CH3:51])=[O:48]>CN(C)C=O>[F:40][C:37]([F:38])([F:39])[C:35]1[CH:34]=[C:5]([CH:4]=[C:3]([C:2]([F:1])([F:41])[F:42])[CH:36]=1)[CH2:6][C:7]1[C:12]([N:13]2[CH2:14][CH2:15][O:16][CH2:17][CH2:18]2)=[CH:11][N:10]=[C:9]([NH:19][C@@H:20]2[C:29]3[C:24](=[CH:25][CH:26]=[C:27]([O:30][CH3:31])[N:28]=3)[N:23]([CH2:46][C:47]([O:49][CH2:50][CH3:51])=[O:48])[C@H:22]([CH2:32][CH3:33])[CH2:21]2)[N:8]=1 |f:1.2|. Procedure details: (2R,4S)-4-{[3,5-Bis(trifluoromethyl)benzyl]-[5-(morpholin-4-yl)pyrimidin-2-yl]}amino-2-ethyl-6-methoxy-1,2,3,4-tetrahydro-[1,5]naphthyridine (300 mg) is dissolved in N,N-dimethylformamide (3 ml), and thereto is added sodium hydride (62.7%, 21 mg) under ice-cooling, then after 1 hour added ethyl iodoacetate (71 μl). The mixture is stirred at room temperature for 24 hours. The reaction solution is partitioned by adding water and ethyl acetate. The organic layer is washed with saturated brine, then...